From a dataset of the Open Reaction Database (ORD), a public repository of structured organic reaction records. describe an organic reaction: reactants, conditions, products, and yield Starting materials: BrC=1C=C2C=C(C(=NC2=CC1)Cl)CCl (6-Bromo-2-chloro-3-(chloromethyl)quinoline), [I-].[Na+] (sodium iodide), FC(C1=CC(=NC=N1)O)(F)F (6-(trifluoromethyl)-4-pyrimidinol), CCN(C(C)C)C(C)C (DIEA). Solvent: O=[N+]([O-])[O-].[O-][N+]([O-])=O.[O-][N+]([O-])=O.[O-][N+]([O-])=O.[O-][N+]([O-])=O.[O-][N+]([O-])=O.[Ce+4].[NH4+].[NH4+] (CAN), O (water). Reaction conditions: temperature 70 celsius. The product is BrC=1C=C2C=C(C(=NC2=CC1)Cl)COC1=NC=NC(=C1)C(F)(F)F (6-bromo-2-chloro-3-((6-(trifluoromethyl)pyrimidin-4-yloxy)methyl)quinoline). RXN SMILES: [Br:1][C:2]1[CH:3]=[C:4]2[C:9](=[CH:10][CH:11]=1)[N:8]=[C:7]([Cl:12])[C:6]([CH2:13]Cl)=[CH:5]2.[F:15][C:16]([F:25])([F:24])[C:17]1[N:22]=[CH:21][N:20]=[C:19]([OH:23])[CH:18]=1.CCN(C(C)C)C(C)C.[I-].[Na+]>O=[N+]([O-])[O-].[O-][N+](=O)[O-].[O-][N+](=O)[O-].[O-][N+](=O)[O-].[O-][N+](=O)[O-].[O-][N+](=O)[O-].[Ce+4].[NH4+].[NH4+].O>[Br:1][C:2]1[CH:3]=[C:4]2[C:9](=[CH:10][CH:11]=1)[N:8]=[C:7]([Cl:12])[C:6]([CH2:13][O:23][C:19]1[CH:18]=[C:17]([C:16]([F:25])([F:15])[F:24])[N:22]=[CH:21][N:20]=1)=[CH:5]2 |f:3.4,5.6.7.8.9.10.11.12.13|. Reported procedure: 6-Bromo-2-chloro-3-(chloromethyl)quinoline (0.60 g, 2.1 mmol), 6-(trifluoromethyl)-4-pyrimidinol (0.34 g, 2.1 mmol), DIEA (0.54 ml, 3.1 mmol) and sodium iodide (0.31 g, 2.1 mmol) were suspended in CAN (50 mL) and heated to 70° C. for 1 h. The reaction was cooled, diluted with water (100 mL) and extracted with EtOAc (200 mL). After drying with magnesium sulfate the organic was evaporated to dryness under reduced pressure. Purification using low pressure silica chromatography (0-10% methanol in DC... The reactants are [BH4-].[Li+] (lithium borohydride), C(C)(=O)OCC1=CC(=C(C=C1)OCOCCOC)F ([3-fluoro-4-(2-methoxy-ethoxymethoxy)-phenyl]-methyl acetate), O1CCCC1 (tetrahydrofuran), ice. Conditions: temperature 60 celsius, time 1.5 hour. Product: FC=1C=C(C=CC1OCOCCOC)CCO (2-[3-fluoro-4-(2-methoxy-ethoxymethoxy)-phenyl]-ethanol). The yield is 99.0%. As a reaction SMILES: [BH4-].[Li+].C(O[CH2:7][C:8]1[CH:13]=[CH:12][C:11]([O:14][CH2:15][O:16][CH2:17][CH2:18][O:19][CH3:20])=[C:10]([F:21])[CH:9]=1)(=O)C.[O:22]1CCC[CH2:23]1>>[F:21][C:10]1[CH:9]=[C:8]([CH2:7][CH2:23][OH:22])[CH:13]=[CH:12][C:11]=1[O:14][CH2:15][O:16][CH2:17][CH2:18][O:19][CH3:20] |f:0.1|. Reported procedure: 2.4 g (107 mmol) of lithium borohydride is added in portions to a solution of 9.7 g (36 mmol) of [3-fluoro-4-(2-methoxy-ethoxymethoxy)-phenyl]-methyl acetate in 100 ml of tetrahydrofuran. The reaction mixture is stirred at 60° C. for 1.5 h and then it is poured into 500 ml of ice and extracted with ethyl acetate. The organic phases are combined, washed with saturated aqueous sodium chloride solution, dried over magnesium sulfate, filtered, and evaporated. 8.6 g (99%) of 2-[3-fluoro-4-(2-methoxy-...